The task is: describe an organic reaction: reactants, conditions, products, and yield. This data is from the Open Reaction Database (ORD), a public repository of structured organic reaction records. Reaction conditions: time 4 day. RXN SMILES: [NH2:1][C:2]1[CH:7]=[CH:6][CH:5]=[CH:4][C:3]=1[NH:8][C:9]([CH3:15])=[CH:10][C:11]([O:13][CH3:14])=[O:12].[Cl:16][C:17]1[CH:24]=[CH:23][CH:22]=[C:21]([Cl:25])[C:18]=1[CH:19]=O>O1CCCC1.C(O)(=O)C.C(OC(C)C)(C)C>[Cl:16][C:17]1[CH:24]=[CH:23][CH:22]=[C:21]([Cl:25])[C:18]=1[CH:19]1[NH:1][C:2]2[CH:7]=[CH:6][CH:5]=[CH:4][C:3]=2[NH:8][C:9]([CH3:15])=[C:10]1[C:11]([O:13][CH3:14])=[O:12]. Starting materials: NC1=C(C=CC=C1)NC(=CC(=O)OC)C (3-[(2-aminophenyl)amino]-2-butenoic acid, methyl ester), ClC1=C(C=O)C(=CC=C1)Cl (2,6-dichlorobenzaldehyde). Solvent: O1CCCC1 (tetrahydrofuran), C(C)(=O)O (acetic acid), C(C)(C)OC(C)C (isopropyl ether). Procedure details: A solution of 3-[(2-aminophenyl)amino]-2-butenoic acid, methyl ester (4.74 g., 230 mmole) in anhydrous tetrahydrofuran (20 ml.) and acetic acid (0.2 ml.) is treated with 2,6-dichlorobenzaldehyde (4.03 g., 23.0 mmole). The resulting reaction mixture is stirred at room temperature for 4 days. The solvent is stripped off to give a brown oil which is dissolved in isopropyl ether and allowed to stand at 0°-5° (refrigerator) for 24 hours. The solid that precipitates is filtered off and washed with add... The product is ClC1=C(C(=CC=C1)Cl)C1C(=C(NC2=C(N1)C=CC=C2)C)C(=O)OC (2-(2,6-dichlorophenyl)-2,5-dihydro-4-methyl-1H-1,5-benzodiazepine-3-carboxylic acid, methyl ester). Reactants: [Cl-].COC[P+](C1=CC=CC=C1)(C1=CC=CC=C1)C1=CC=CC=C1 ((methoxymethyl)triphenylphosphonium chloride), C(CCC)[Li] (butyllithium), hexanes, ClC1=C(C(=NN1C)C1=NC=CC=C1)C(=O)C1=C(C=C(C=C1)Cl)C ((5-chloro-1-methyl-3-(pyridin-2-yl)-1H-pyrazol-4-yl)(4-chloro-2-methylphenyl)methanone), [NH4+].[Cl-] (NH4Cl). Solvent: C1CCOC1 (THF), C1CCOC1 (THF). Reaction conditions: temperature -10 celsius, time 1 hour. Product: ClC1=C(C(=NN1C)C1=NC=CC=C1)C(=COC)C1=C(C=C(C=C1)Cl)C (2-(5-chloro-4-(1-(4-chloro-2-methylphenyl)-2-methoxyvinyl)-1-methyl-1H-pyrazol-3-yl)pyridine). The yield is 68.9%. As a reaction SMILES: [Cl-].[CH3:2][O:3][CH2:4][P+](C1C=CC=CC=1)(C1C=CC=CC=1)C1C=CC=CC=1.C([Li])CCC.[Cl:29][C:30]1[N:34]([CH3:35])[N:33]=[C:32]([C:36]2[CH:41]=[CH:40][CH:39]=[CH:38][N:37]=2)[C:31]=1[C:42]([C:44]1[CH:49]=[CH:48][C:47]([Cl:50])=[CH:46][C:45]=1[CH3:51])=O.[NH4+].[Cl-]>C1COCC1>[Cl:29][C:30]1[N:34]([CH3:35])[N:33]=[C:32]([C:36]2[CH:41]=[CH:40][CH:39]=[CH:38][N:37]=2)[C:31]=1[C:42]([C:44]1[CH:49]=[CH:48][C:47]([Cl:50])=[CH:46][C:45]=1[CH3:51])=[CH:2][O:3][CH3:4] |f:0.1,4.5|. Procedure: To a solution of (methoxymethyl)triphenylphosphonium chloride (91 g, 265 mmol) in THF (330 mL) at about −10° C. was added 1.6 M butyllithium in hexanes (161 mL, 258 mmol) dropwise. The mixture was stirred at about −10° C. for about 1 h. A solution of (5-chloro-1-methyl-3-(pyridin-2-yl)-1H-pyrazol-4-yl)(4-chloro-2-methylphenyl)methanone (22.35 g, 64.6 mmol) in THF (220 mL) was added to the mixture in a dropwise manner. The mixture was stirred at about −10° C. for about 16 h then treated with a sa... The reactants are C(C)(C)(C)OC(NC1=C(C=C(C(=C1)OCC)C(F)(F)F)NC(CC(=O)C1=CC(=CC=C1)C1=CC(=NC=C1)N1CCOCC1)=O)=O ((5-ethoxy-2-{3-[3-(2-morpholin-4-yl-pyridin-4-yl)-phenyl]-3-oxo-propionylamino}-4-trifluoromethyl-phenyl)-carbamic acid tert-butyl ester), C(=O)(C(F)(F)F)O (TFA). The solvent is C(Cl)Cl (CH2Cl2). Product: C(C)OC1=CC2=C(NC(CC(=N2)C2=CC(=CC=C2)C2=CC(=NC=C2)N2CCOCC2)=O)C=C1C(F)(F)F (7-Ethoxy-4-[3-(2-morpholin-4-yl-pyridin-4-yl)-phenyl]-8-trifluoromethyl-1,3-dihydro-benzo[b][1,4]diazepin-2-one), solid. The yield is 80.0%. RXN SMILES: C(OC(=O)[NH:7][C:8]1[CH:13]=[C:12]([O:14][CH2:15][CH3:16])[C:11]([C:17]([F:20])([F:19])[F:18])=[CH:10][C:9]=1[NH:21][C:22](=[O:44])[CH2:23][C:24]([C:26]1[CH:31]=[CH:30][CH:29]=[C:28]([C:32]2[CH:37]=[CH:36][N:35]=[C:34]([N:38]3[CH2:43][CH2:42][O:41][CH2:40][CH2:39]3)[CH:33]=2)[CH:27]=1)=O)(C)(C)C.C(O)(C(F)(F)F)=O>C(Cl)Cl>[CH2:15]([O:14][C:12]1[C:11]([C:17]([F:20])([F:18])[F:19])=[CH:10][C:9]2[NH:21][C:22](=[O:44])[CH2:23][C:24]([C:26]3[CH:31]=[CH:30][CH:29]=[C:28]([C:32]4[CH:37]=[CH:36][N:35]=[C:34]([N:38]5[CH2:43][CH2:42][O:41][CH2:40][CH2:39]5)[CH:33]=4)[CH:27]=3)=[N:7][C:8]=2[CH:13]=1)[CH3:16]. Procedure: The title compound was prepared from (5-ethoxy-2-{3-[3-(2-morpholin-4-yl-pyridin-4-yl)-phenyl]-3-oxo-propionylamino}-4-trifluoromethyl-phenyl)-carbamic acid tert-butyl ester (Example M287) (249 mg, 0.397 mmol) by treatment with TFA in CH2Cl2 according to the general procedure N. Obtained as a white solid (162 mg, 80%). Reactants: Cl, [K+], [K+], O=C([O-])[O-], O=C=O, O, c1ccc2[nH]cnc2c1. Product: O=C(O)c1nc2ccccc2[nH]1. RXN SMILES: [ClH:19].[K+:10].[K+:11].[O-:12][C:13](=[O:14])[O-:15].[O:16]=[C:17]=[O:18].[OH2:20].[n:1]1[cH:2][nH:3][c:4]2[c:5]1[cH:6][cH:7][cH:8][cH:9]2>>[n:1]1[c:2]([C:13](=[O:12])[OH:14])[nH:3][c:4]2[c:5]1[cH:6][cH:7][cH:8][cH:9]2. The reactants are C1=CCCCCCC1 (cyclooctene), C(C)(=O)OC(C)=O (acetic anhydride). Reagents/catalysts: [Cl-].[Zn+2].[Cl-] (zinc chloride). Run in O (water). Reaction conditions: temperature 92.5 celsius, time 7.5 hour. Product: C1(CC=CCCCC1)C(C)=O (1-cyclooct-3-enylethanone). Isolated yield 26.5%. As a reaction SMILES: [CH:1]1[CH2:8][CH2:7][CH2:6][CH2:5][CH2:4][CH2:3][CH:2]=1.[C:9](OC(=O)C)(=[O:11])[CH3:10]>[Cl-].[Zn+2].[Cl-].O>[CH:1]1([C:9](=[O:11])[CH3:10])[CH2:8][CH2:7][CH2:6][CH2:5][CH:4]=[CH:3][CH2:2]1 |f:2.3.4|. Reported procedure: To cyclooctene (300 g, 2.73 mol) were added acetic anhydride (556 g, 5.45 mol) and zinc chloride (30 g, 0.22 mol). The reaction mixture was warmed to 90-95° C. within 30 min., stirred at that temperature during 7.5 hours, cooled to 60° C., and treated with caution, within 10 min., with water (400 ml). The resulting mixture was heated at 100° C. during 3 h., cooled to 25° C., and extracted with hexane (3×300 ml). The combined organic phases were washed with aq. sat. NaCl soln. (800 ml), aq. sat. ... Reactants: NC(C(=O)OCC)=C1NC2=C(C(N(C1)C)=O)C=CC=C2 (ethyl α-amino-1,3,4,5-tetrahydro-4-methyl-5-oxo-2H-1,4-benzodiazepin-2-ylidene-acetate), C(OCC)(OCC)OCC (triethyl orthoformate). Solvent: C1(=CC=CC=C1)C (toluene). The product is CN1CC=2N(C3=C(C1=O)C=CC=C3)C=NC2C(=O)OCC (ethyl 5,6-dihydro-5-methyl-6-oxo-4H-imidazo[1,5-a][1,4]-benzodiazepine-3-carboxylate). As a reaction SMILES: [NH2:1][C:2](=[C:8]1[CH2:14][N:13]([CH3:15])[C:12](=[O:16])[C:11]2[CH:17]=[CH:18][CH:19]=[CH:20][C:10]=2[NH:9]1)[C:3]([O:5][CH2:6][CH3:7])=[O:4].[CH:21](OCC)(OCC)OCC>C1(C)C=CC=CC=1>[CH3:15][N:13]1[C:12](=[O:16])[C:11]2[CH:17]=[CH:18][CH:19]=[CH:20][C:10]=2[N:9]2[CH:21]=[N:1][C:2]([C:3]([O:5][CH2:6][CH3:7])=[O:4])=[C:8]2[CH2:14]1. Procedure details: 1.10 g of ethyl α-amino-1,3,4,5-tetrahydro-4-methyl-5-oxo-2H-1,4-benzodiazepin-2-ylidene-acetate are dissolved in 15 ml of toluene and treated with 1.0 ml of triethyl orthoformate. The mixture is heated to reflux for 50 minutes, subsequently cooled and evaporated in vacuo. The crystalline residue is suspended in 25 ml of ethyl acetate, filtered off and dried. There is obtained ethyl 5,6-dihydro-5-methyl-6-oxo-4H-imidazo[1,5-a][1,4]-benzodiazepine-3-carboxylate of melting point 165° C. Reactants: C(C)(=O)O[BH-](OC(C)=O)OC(C)=O.[Na+] (sodium triacetoxyborohydride), N[C@@H](C(=O)O)[C@H](CC)C ((2R,3S)-2-amino-3-methylpentanoic acid), C(=O)C1=C2C(=NC=C1)N(C=C2C(=O)OC)C(=O)OC(C)(C)C (1-tert-butyl 3-methyl 4-formyl-1H-pyrrolo[2,3-b]pyridine-1,3-dicarboxylate). The solvent is C(Cl)Cl (DCM), C(Cl)Cl (DCM). Conditions: time 30 minute. The product is C(C)(C)(C)OC(=O)N1C=C(C=2C1=NC=CC2CN[C@@H](C(=O)O)[C@H](CC)C)C(=O)OC ((2R,3S)-2-((1-(tert-butoxycarbonyl)-3-(methoxycarbonyl)-1H-pyrrolo[2,3-b]pyridin-4-yl)methylamino)-3-methylpentanoic acid). RXN SMILES: C(O[BH-](OC(=O)C)OC(=O)C)(=O)C.[Na+].[NH2:15][C@H:16]([C@@H:20]([CH3:23])[CH2:21][CH3:22])[C:17]([OH:19])=[O:18].[CH:24]([C:26]1[CH:31]=[CH:30][N:29]=[C:28]2[N:32]([C:39]([O:41][C:42]([CH3:45])([CH3:44])[CH3:43])=[O:40])[CH:33]=[C:34]([C:35]([O:37][CH3:38])=[O:36])[C:27]=12)=O>C(Cl)Cl>[C:42]([O:41][C:39]([N:32]1[C:28]2=[N:29][CH:30]=[CH:31][C:26]([CH2:24][NH:15][C@H:16]([C@@H:20]([CH3:23])[CH2:21][CH3:22])[C:17]([OH:19])=[O:18])=[C:27]2[C:34]([C:35]([O:37][CH3:38])=[O:36])=[CH:33]1)=[O:40])([CH3:45])([CH3:44])[CH3:43] |f:0.1|. Procedure details: To a 10 mL round bottom flask was added sodium triacetoxyborohydride (104 mg, 0.493 mmol), (2R,3S)-2-amino-3-methylpentanoic acid (43.1 mg, 0.329 mmol), and DCM (2 mL). The mixture was stirred at room temperature for 30 min, after which was added 1-tert-butyl 3-methyl 4-formyl-1H-pyrrolo[2,3-b]pyridine-1,3-dicarboxylate (50 mg, 0.164 mmol) in DCM (2 mL). The reaction was stirred at room temperature for 2 h and then quenched with MeOH (3 drops). The mixture concentrated to afford the title compou... Reactants: ice water, ClC1=C(C=C(C(=C1)Cl)O)N1N=C(N(C1=O)C(F)F)C (1-(2,4-dichloro-5-hydroxyphenyl)-4-difluoromethyl -4,5-dihydro-3-methyl-1,2,4-triazol-5(1H)-one), C([O-])([O-])=O.[K+].[K+] (potassium carbonate), ClC1=CC=C(C=C1)[N+](=O)[O-] (4-chloronitrobenzene), Cl (hydrochloric acid). Run in CN(C=O)C (N,N-dimethylformamide). Conditions: temperature 120 celsius. The product is ClC1=C(C=C(C(=C1)Cl)OC1=CC=C(C=C1)[N+](=O)[O-])N1N=C(N(C1=O)C(F)F)C (1-[2,4-dichloro-5-(4-nitrophenoxy)phenyl]-4-difluoromethyl-4,5-dihydro-3-methyl-1,2,4-triazol-5(1H)-one). Isolated yield 87.0%. Reaction SMILES: [Cl:1][C:2]1[CH:7]=[C:6]([Cl:8])[C:5]([OH:9])=[CH:4][C:3]=1[N:10]1[C:14](=[O:15])[N:13]([CH:16]([F:18])[F:17])[C:12]([CH3:19])=[N:11]1.C(=O)([O-])[O-].[K+].[K+].Cl[C:27]1[CH:32]=[CH:31][C:30]([N+:33]([O-:35])=[O:34])=[CH:29][CH:28]=1.Cl>CN(C)C=O>[Cl:1][C:2]1[CH:7]=[C:6]([Cl:8])[C:5]([O:9][C:27]2[CH:32]=[CH:31][C:30]([N+:33]([O-:35])=[O:34])=[CH:29][CH:28]=2)=[CH:4][C:3]=1[N:10]1[C:14](=[O:15])[N:13]([CH:16]([F:17])[F:18])[C:12]([CH3:19])=[N:11]1 |f:1.2.3|. Reported procedure: A stirred mixture of 1.0 g (0.0032 mole) of 1-(2,4-dichloro-5-hydroxyphenyl)-4-difluoromethyl -4,5-dihydro-3-methyl-1,2,4-triazol-5(1H)-one, 0.66 g (0.0048 mole) of potassium carbonate, and 0.76 g (0.0048 mole) of 4-chloronitrobenzene in 20 ml of N,N-dimethylformamide was heated at 120° C. for approximately 18 hours. The reaction mixture was cooled and was poured into ice-water. This aqueous mixture was neutralized with hydrochloric acid and then was extracted with ethyl acetate. The organic pha... Reactants: N1CCCC2=CC=CC=C12 (1,2,3,4-tetrahydroquinoline), FC1=CC2=C(N3C4=C(C(=N2)N2CCN(CC2)C)C=CC=C4CC3)C=C1 (9-fluoro-6-(4-methyl-1piperazinyl)-1,2-dihydrobenzo[b]pyrrolo[3,2,1-jk][1,4]benzodiazepine), BrC=1C=CC(=C(C1)[N+](=O)[O-])F (5-bromo-2-fluoronitrobenzene), 1a. The product is BrC1=CC(=C(C=C1)N1CCCC2=CC=CC=C12)[N+](=O)[O-] (1-(4-bromo-2-nitrophenyl)-1,2,3,4-tetrahydroquinoline), NC1=C(C=CC(=C1)Br)N1CCCC2=CC=CC=C12 (1-(2-amino-4-bromophenyl)-1,2,3,4-tetrahydroquinoline), N-[2-{1-(5-bromophenyl)-1,2,3,4-tetrahydro-quinolin-1-yl}]-4-methyl-1-piperazine carboxamide, BrC=1C=CC2=C(N=C(C3=C4N2CCCC4=CC=C3)N3CCN(CC3)C)C1 (10-bromo-7-(4-methyl-1-piperazinyl)-2,3-dihydro-1H-quino[1,8-ab][1,5]-benzodiazepine). As a reaction SMILES: [NH:1]1[C:10]2[C:5](=[CH:6][CH:7]=[CH:8][CH:9]=2)[CH2:4][CH2:3][CH2:2]1.[Br:11][C:12]1[CH:13]=[CH:14][C:15](F)=[C:16]([N+:18]([O-:20])=[O:19])[CH:17]=1.F[C:23]1[CH:46]=[CH:45][C:26]2[N:27]3[CH2:44][CH2:43][C:42]4[C:28]3=[C:29]([CH:39]=[CH:40][CH:41]=4)[C:30]([N:32]3[CH2:37][CH2:36][N:35]([CH3:38])[CH2:34][CH2:33]3)=[N:31][C:25]=2[CH:24]=1>>[Br:11][C:12]1[CH:13]=[CH:14][C:15]([N:1]2[C:10]3[C:5](=[CH:6][CH:7]=[CH:8][CH:9]=3)[CH2:4][CH2:3][CH2:2]2)=[C:16]([N+:18]([O-:20])=[O:19])[CH:17]=1.[NH2:31][C:25]1[CH:24]=[C:23]([Br:11])[CH:46]=[CH:45][C:26]=1[N:27]1[C:28]2[C:29](=[CH:39][CH:40]=[CH:41][CH:42]=2)[CH2:30][CH2:43][CH2:44]1.[Br:11][C:12]1[CH:13]=[CH:14][C:15]2[N:27]3[CH2:26][CH2:45][CH2:46][C:42]4=[CH:41][CH:40]=[CH:39][C:29](=[C:28]34)[C:30]([N:32]3[CH2:33][CH2:34][N:35]([CH3:38])[CH2:36][CH2:37]3)=[N:18][C:16]=2[CH:17]=1. Reported procedure: Starting with 1,2,3,4-tetrahydroquinoline and 5-bromo-2-fluoronitrobenzene and following the steps of 1a to 1f of Example 2, one may obtain, in sequence, 1-(4-bromo-2-nitrophenyl)-1,2,3,4-tetrahydroquinoline, 1-(2-amino-4-bromophenyl)-1,2,3,4-tetrahydroquinoline, N-[2-{1-(5-bromophenyl)-1,2,3,4-tetrahydro-quinolin-1-yl}]-4-methyl-1-piperazine carboxamide, and 10-bromo-7-(4-methyl-1-piperazinyl)-2,3-dihydro-1H-quino[1,8-ab][1,5]-benzodiazepine. Reactants: C(C)(=O)O[C@H]1[C@H](OC=2C(=NC=C(C2)Br)F)SC[C@H]([C@@H]1OC(C)=O)OC(C)=O (5-bromo-2-fluoro-3-pyridinyl 2,3,4-tri-O-acetyl-5-thio-β-D-xylopyranoside), VIII, FC1=NC=CC(=C1)B(O)O (2-fluoro-4-pyridineboronic acid). The product is C(C)(=O)O[C@H]1[C@H](OC=2C(=NC=C(C2)C2=CC(=NC=C2)F)F)SC[C@H]([C@@H]1OC(C)=O)OC(C)=O (2-Fluoro-5-(2-fluoro-4-pyridinyl)-3-pyridinyl 2,3,4-tri-O-acetyl-5-thio-β-D-xylopyranoside), solid. The yield is 65.0%. As a reaction SMILES: [C:1]([O:4][C@@H:5]1[C@@H:19]([O:20][C:21](=[O:23])[CH3:22])[C@H:18]([O:24][C:25](=[O:27])[CH3:26])[CH2:17][S:16][C@H:6]1[O:7][C:8]1[C:9]([F:15])=[N:10][CH:11]=[C:12](Br)[CH:13]=1)(=[O:3])[CH3:2].[F:28][C:29]1[CH:34]=[C:33](B(O)O)[CH:32]=[CH:31][N:30]=1>>[C:1]([O:4][C@@H:5]1[C@@H:19]([O:20][C:21](=[O:23])[CH3:22])[C@H:18]([O:24][C:25](=[O:27])[CH3:26])[CH2:17][S:16][C@H:6]1[O:7][C:8]1[C:9]([F:15])=[N:10][CH:11]=[C:12]([C:33]2[CH:32]=[CH:31][N:30]=[C:29]([F:28])[CH:34]=2)[CH:13]=1)(=[O:3])[CH3:2]. Reported procedure: By carrying out the operation analogously to example 177, starting from 5-bromo-2-fluoro-3-pyridinyl 2,3,4-tri-O-acetyl-5-thio-β-D-xylopyranoside, obtained according to preparation VIII, and 2-fluoro-4-pyridineboronic acid, the desired product is obtained in the form of a pink solid (yield=65%).